Dataset: the Open Reaction Database (ORD), a public repository of structured organic reaction records. Task: describe an organic reaction: reactants, conditions, products, and yield Starting materials: COCCBr, CN(C)C=O, [H-], [Na+], CC(C)(C)OC(=O)NC1CCC(c2ccccc2)CNC1=O. Yields the product COCCN1CC(c2ccccc2)CCC(NC(=O)OC(C)(C)C)C1=O. RXN SMILES: [CH3:25][O:26][CH2:27][CH2:28][Br:29].[CH3:30][N:31]([CH3:32])[CH:33]=[O:34].[H-:1].[Na+:2].[O:3]=[C:4]1[NH:5][CH2:6][CH:7]([c:19]2[cH:20][cH:21][cH:22][cH:23][cH:24]2)[CH2:8][CH2:9][CH:10]1[NH:11][C:12]([O:13][C:14]([CH3:15])([CH3:16])[CH3:17])=[O:18]>>[O:3]=[C:4]1[N:5]([CH2:28][CH2:27][O:26][CH3:25])[CH2:6][CH:7]([c:19]2[cH:20][cH:21][cH:22][cH:23][cH:24]2)[CH2:8][CH2:9][CH:10]1[NH:11][C:12]([O:13][C:14]([CH3:15])([CH3:16])[CH3:17])=[O:18]. The reactants are COC(=O)Cl, CCN(C(C)C)C(C)C, ClCCl, Cl, COC(=O)C1CCNC(c2cc(F)c(C(F)(F)F)c(F)c2)C1. Yields the product COC(=O)C1CCN(C(=O)OC)C(c2cc(F)c(C(F)(F)F)c(F)c2)C1. Reaction SMILES: [C:33]([O:34][CH3:35])(=[O:36])[Cl:37].[CH:24]([N:25]([CH2:26][CH3:27])[CH:28]([CH3:29])[CH3:30])([CH3:31])[CH3:32].[Cl:38][CH2:39][Cl:40].[ClH:1].[F:2][c:3]1[cH:4][c:5]([CH:14]2[NH:15][CH2:16][CH2:17][CH:18]([C:20](=[O:21])[O:22][CH3:23])[CH2:19]2)[cH:6][c:7]([F:13])[c:8]1[C:9]([F:10])([F:11])[F:12]>>[F:2][c:3]1[cH:4][c:5]([CH:14]2[N:15]([C:33]([O:34][CH3:35])=[O:36])[CH2:16][CH2:17][CH:18]([C:20](=[O:21])[O:22][CH3:23])[CH2:19]2)[cH:6][c:7]([F:13])[c:8]1[C:9]([F:10])([F:11])[F:12]. Starting materials: [BH4-].[Na+] (NaBH4), C(C)(=O)C=1N([C@H]2[C@H](O)[C@H](O)[C@@H](CO)O2)C=2N=CN=C(C2N1)N (8-Acetyladenosine), alcohol, Cl (HCl). Run in CO (MeOH), C1CCOC1 (THF), CO (MeOH), C(Cl)Cl (CH2Cl2). Reaction conditions: time 18 hour. The product is OC(C)C=1N([C@H]2[C@H](O)[C@H](O)[C@@H](CO)O2)C=2N=CN=C(C2N1)N (8-(1-Hydroxyethyl)adenosine). RXN SMILES: [BH4-].[Na+].[C:3]([C:6]1[N:7]([C:17]2[N:18]=[CH:19][N:20]=[C:21]([NH2:24])[C:22]=2[N:23]=1)[C@@H:8]1[O:16][C@H:13]([CH2:14][OH:15])[C@@H:11]([OH:12])[C@H:9]1[OH:10])(=[O:5])[CH3:4].Cl>C1COCC1.CO.C(Cl)Cl>[OH:5][CH:3]([C:6]1[N:7]([C:17]2[N:18]=[CH:19][N:20]=[C:21]([NH2:24])[C:22]=2[N:23]=1)[C@@H:8]1[O:16][C@H:13]([CH2:14][OH:15])[C@@H:11]([OH:12])[C@H:9]1[OH:10])[CH3:4] |f:0.1|. Procedure details: NaBH4 (0.19 g, 5.05 mmol) was added to a solution of 8-acetyladenosine (17l) (0.78 g, 2.52 mmol) in THF (35 ml) and MeOH (4 ml) under argon and the mixture stirred at room temperature for 18 h. The mixture was treated dropwise with 1 M HCl until neutral pH and the mixture applied on top of a flash chromatography column which was developed by 30% MeOH in CH2Cl2; yield 0.46 g (59%). The product was a mixture of the two alcohol epimers, ratio 1:1. Reaction SMILES: [Al+3:13].[CH:16]([CH3:17])([CH2:18][CH3:19])[c:20]1[cH:21][cH:22][cH:23][cH:24][cH:25]1.[Cl-:12].[Cl-:14].[Cl-:15].[Cl-:1].[F:2][c:3]1[c:4]([C:5](=[O:6])[OH:7])[cH:8][cH:9][cH:10][cH:11]1>>[F:2][c:3]1[c:4]([C:5](=[O:7])[c:23]2[cH:22][cH:21][c:20]([CH:16]([CH3:17])[CH2:18][CH3:19])[cH:25][cH:24]2)[cH:8][cH:9][cH:10][cH:11]1. Reactants: [Al+3], CCC(C)c1ccccc1, [Cl-], [Cl-], [Cl-], [Cl-], O=C(O)c1ccccc1F. Yields the product CCC(C)c1ccc(C(=O)c2ccccc2F)cc1. Starting materials: [OH-].[Na+] (sodium hydroxide), S1C=NC2=C1C=C(C=C2)CC#N (1,3-benzothiazol-6-ylacetonitrile), BrCCCl (1-bromo-2-chloroethane). The reagents and catalysts are [Cl-].C(C1=CC=CC=C1)[N+](CC)(CC)CC (benzyltriethylammonium chloride). The solvent is O (Water). Run at temperature 50 celsius, time 3 hour. Product: S1C=NC2=C1C=C(C=C2)C2(CC2)C#N (1-(1,3-Benzothiazol-6-yl)cyclopropanecarbonitrile). Isolated yield 23.3%. As a reaction SMILES: [OH-].[Na+].[S:3]1[C:7]2[CH:8]=[C:9]([CH2:12][C:13]#[N:14])[CH:10]=[CH:11][C:6]=2[N:5]=[CH:4]1.Br[CH2:16][CH2:17]Cl>[Cl-].C([N+](CC)(CC)CC)C1C=CC=CC=1.O>[S:3]1[C:7]2[CH:8]=[C:9]([C:12]3([C:13]#[N:14])[CH2:17][CH2:16]3)[CH:10]=[CH:11][C:6]=2[N:5]=[CH:4]1 |f:0.1,4.5|. Reported procedure: 50% aqueous sodium hydroxide (1.51 mL) was added to a mixture of 1,3-benzothiazol-6-ylacetonitrile (586 mg, 3.36 mmol), 1-bromo-2-chloroethane (335 mg, 4.04 mmol), benzyltriethylammonium chloride (76.6 mg, 3.36 mmol) at 50° C. The reaction mixture was stirred at 50° C. for 3 h. Water was added and the mixture was extracted with ethyl acetate. The combined organic layer was washed with brine, dried over MgSO4, filtered, and concentrated under reduced pressure. The residue was flash chromatographe...